From a dataset of the Open Reaction Database (ORD), a public repository of structured organic reaction records. describe an organic reaction: reactants, conditions, products, and yield Starting materials: NC1=C(C=C(C=C1N)C1=C(C=CC=C1)C(F)(F)F)CCCO (3-(4,5-Diamino-2′-trifluoromethyl-biphenyl-3-yl)-propan-1-ol), N1C=NC=C1 (Imidazole), CC(C)(C)[Si](C)(C)Cl (TBSCl). Solvent: C(Cl)Cl (DCM). Conditions: time 2 hour. Product: C(C)(C)(C)[Si](OCCCC=1C(=C(C=C(C1)C1=C(C=CC=C1)C(F)(F)F)N)N)(C)C (5-[3-(tert-Butyl-dimethyl-silanoxy)-propyl]-2′-trifluoromethyl-biphenyl-3,4-diamine). Yield: 68.0%. As a reaction SMILES: [NH2:1][C:2]1[C:7]([NH2:8])=[CH:6][C:5]([C:9]2[CH:14]=[CH:13][CH:12]=[CH:11][C:10]=2[C:15]([F:18])([F:17])[F:16])=[CH:4][C:3]=1[CH2:19][CH2:20][CH2:21][OH:22].N1C=CN=C1.[CH3:28][C:29]([Si:32](Cl)([CH3:34])[CH3:33])([CH3:31])[CH3:30]>C(Cl)Cl>[C:29]([Si:32]([CH3:34])([CH3:33])[O:22][CH2:21][CH2:20][CH2:19][C:3]1[C:2]([NH2:1])=[C:7]([NH2:8])[CH:6]=[C:5]([C:9]2[CH:14]=[CH:13][CH:12]=[CH:11][C:10]=2[C:15]([F:16])([F:17])[F:18])[CH:4]=1)([CH3:31])([CH3:30])[CH3:28]. Procedure: 3-(4,5-Diamino-2′-trifluoromethyl-biphenyl-3-yl)-propan-1-ol (101 mg, 0.324 mmol, as prepared in the previous step) was placed in an 8 mL vial equipped with a magnetic stir bar, and DCM (2 mL) was added via pipette. Imidazole (1.1 eq., 24.5 mg, 0.356 mmol) and TBSCl (1.1 eq., 53.7 mg, 0.356 mmol) were added sequentially as solids, and the reaction was stirred at RT for 2 h. The reaction was filtered, the precipitate was washed once with DCM (5 mL), and the filtrate was concentrated under reduced... Starting materials: CCN=C=NCCCN(C)C, CN(C)C=O, Cl, O=C(O)c1cc([N+](=O)[O-])n[nH]1, Nc1cccc(F)c1, [O-][n+]1ccccc1O. Product: O=C(Nc1cccc(F)c1)c1cc([N+](=O)[O-])n[nH]1. Reaction SMILES: [CH3:21][N:22]([CH3:23])[CH2:24][CH2:25][CH2:26][N:27]=[C:28]=[N:29][CH2:30][CH3:31].[CH3:40][N:41]([CH3:42])[CH:43]=[O:44].[ClH:20].[N+:1](=[O:2])([O-:3])[c:4]1[n:5][nH:6][c:7]([C:9](=[O:10])[OH:11])[cH:8]1.[NH2:12][c:13]1[cH:14][cH:15][cH:16][c:17]([F:18])[cH:19]1.[OH:32][c:33]1[cH:34][cH:35][cH:36][cH:37][n+:38]1[O-:39]>>[N+:1](=[O:2])([O-:3])[c:4]1[n:5][nH:6][c:7]([C:9](=[O:11])[NH:12][c:13]2[cH:14][cH:15][cH:16][c:17]([F:18])[cH:19]2)[cH:8]1. Starting materials: NS(=O)(=O)c1ccc(Br)cc1, Cc1nc(-c2ccccc2)n2nc(N)ncc12, CC(C)(C)[O-], Cl, [Na+], O=C(C=Cc1ccccc1)C=Cc1ccccc1, O=C(C=Cc1ccccc1)C=Cc1ccccc1, O=C(C=Cc1ccccc1)C=Cc1ccccc1, C1COCCO1, [Pd], [Pd]. Yields the product Cc1nc(-c2ccccc2)n2nc(Nc3ccc(S(N)(=O)=O)cc3)ncc12. Reaction SMILES: [Br:19][c:20]1[cH:21][cH:22][c:23]([S:26](=[O:27])(=[O:28])[NH2:29])[cH:24][cH:25]1.[CH3:2][c:3]1[n:4][c:5](-[c:13]2[cH:14][cH:15][cH:16][cH:17][cH:18]2)[n:6]2[n:7][c:8]([NH2:12])[n:9][cH:10][c:11]12.[CH3:30][C:31]([CH3:32])([O-:33])[CH3:34].[ClH:1].[Na+:35].[O:38]=[C:39]([CH:40]=[CH:41][c:42]1[cH:43][cH:44][cH:45][cH:46][cH:47]1)[CH:48]=[CH:49][c:50]1[cH:51][cH:52][cH:53][cH:54][cH:55]1.[O:56]=[C:57]([CH:58]=[CH:59][c:60]1[cH:61][cH:62][cH:63][cH:64][cH:65]1)[CH:66]=[CH:67][c:68]1[cH:69][cH:70][cH:71][cH:72][cH:73]1.[O:74]=[C:75]([CH:76]=[CH:77][c:78]1[cH:79][cH:80][cH:81][cH:82][cH:83]1)[CH:84]=[CH:85][c:86]1[cH:87][cH:88][cH:89][cH:90][cH:91]1.[O:92]1[CH2:93][CH2:94][O:95][CH2:96][CH2:97]1.[Pd:36].[Pd:37]>>[CH3:2][c:3]1[n:4][c:5](-[c:13]2[cH:14][cH:15][cH:16][cH:17][cH:18]2)[n:6]2[n:7][c:8]([NH:12][c:20]3[cH:21][cH:22][c:23]([S:26](=[O:27])(=[O:28])[NH2:29])[cH:24][cH:25]3)[n:9][cH:10][c:11]12. The reactants are ClC=1N(C(C=2N(C=NC2N1)CC1=CC=CC=C1)=O)CC1=CC=CC=C1 (2-chloro-1,7-bis(phenylmethyl)purin-6-one), N[C@H]1[C@@H](CCC1)O (trans-2-aminocyclopentanol). Product: O[C@H]1[C@@H](CCC1)NC=1N(C(C=2N(C=NC2N1)CC1=CC=CC=C1)=O)CC1=CC=CC=C1 (2-(trans-2-Hydroxycyclopentylamino)-1,7-bis(phenylmethyl)purin-6-one). Reaction SMILES: Cl[C:2]1[N:3]([CH2:19][C:20]2[CH:25]=[CH:24][CH:23]=[CH:22][CH:21]=2)[C:4](=[O:18])[C:5]2[N:6]([CH2:11][C:12]3[CH:17]=[CH:16][CH:15]=[CH:14][CH:13]=3)[CH:7]=[N:8][C:9]=2[N:10]=1.[NH2:26][C@@H:27]1[CH2:31][CH2:30][CH2:29][C@H:28]1[OH:32]>>[OH:32][C@@H:28]1[CH2:29][CH2:30][CH2:31][C@H:27]1[NH:26][C:2]1[N:3]([CH2:19][C:20]2[CH:21]=[CH:22][CH:23]=[CH:24][CH:25]=2)[C:4](=[O:18])[C:5]2[N:6]([CH2:11][C:12]3[CH:17]=[CH:16][CH:15]=[CH:14][CH:13]=3)[CH:7]=[N:8][C:9]=2[N:10]=1. Procedure details: Treat 2-chloro-1,7-bis(phenylmethyl)purin-6-one with trans-2-aminocyclopentanol as described in Preparative Example 5 to give the title compound, a tan solid. FAB MS: M+1=416. The product is C(C)OC(=O)C1=C(N=C2N1CCCC2)N (2-amino-5,6,7,8-tetrahydro-imidazo[1,2-a]-pyridine-3-carboxylic-acid ethyl ester). Isolated yield 57.8%. Solvent: C(C)O (ethanol). Starting materials: C(C)OC(CN1C(CCCC1)=NC#N)=O ((2-cyanoimino-piperidin-1-yl)-acetic acid ethyl ester), C(C)[O-].[Na+] (sodium ethanolate). As a reaction SMILES: [CH2:1]([O:3][C:4](=[O:15])[CH2:5][N:6]1[CH2:11][CH2:10][CH2:9][CH2:8][C:7]1=[N:12][C:13]#[N:14])[CH3:2].C([O-])C.[Na+]>C(O)C>[CH2:1]([O:3][C:4]([C:5]1[N:6]2[CH2:11][CH2:10][CH2:9][CH2:8][C:7]2=[N:12][C:13]=1[NH2:14])=[O:15])[CH3:2] |f:1.2|. Reported procedure: Compound D (16.05 g, 76.7 mmol) was added to a solution of sodium ethanolate (5.20 g, 76.7 mmol, 1.0 eq.) in ethanol (500 mL) and the resulting reaction mixture was heated for 30 minutes under reflux. The solvent was removed under vacuum and the untreated product was purified by means of column chromatography (hydromatrix as the adsorbent, SiO2, DCM/3% MeOH→DCM/5% MeOH). 9.27 g of the desired product E were obtained. The columns were washed with methanol, the solvent was removed under vacuum and... Starting materials: Cl (hydrochloric acid), C1(=C(C(=CC(=C1)C)C)[Mg]Br)C (mesitylmagnesium bromide), [H-].C(C(C)C)[Al+]CC(C)C (diisobutylaluminum hydride), [Cl-].C1(=C(C(=CC(=C1)C)C)[Zn+])C (mesitylzinc chloride), ClC1=NC=C2NC=NC2=N1 (chloropurine). Reagents/catalysts: Cl[Pd]([P](C1=CC=CC=C1)(C2=CC=CC=C2)C3=CC=CC=C3)([P](C4=CC=CC=C4)(C5=CC=CC=C5)C6=CC=CC=C6)Cl (bis(triphenylphosphine)-palladium dichloride), [Cl-].[Zn+2].[Cl-] (zinc chloride). Run in C(C)OCC (diethyl ether), O1CCCC1 (tetrahydrofuran), CCCCCC (hexane), O (water), O1CCCC1 (tetrahydrofuran), O1CCCC1 (tetrahydrofuran). Conditions: time 45 minute. The product is C(C1=CC=CC=C1)N1C2=NC=NC(=C2N=C1CC)C1=C(C=C(C=C1C)C)C (9-benzyl-8-ethyl-6-(2,4,6-trimethylphenyl)purine). Isolated yield 72.0%. RXN SMILES: [C:1]1([CH3:11])[CH:6]=[C:5]([CH3:7])[CH:4]=[C:3]([CH3:8])[C:2]=1[Mg]Br.[H-].C([Al+]C[CH:19]([CH3:21])[CH3:20])C(C)C.[Cl-].[C:23]1([CH3:32])[CH:28]=[C:27](C)[CH:26]=[C:25](C)[C:24]=1[Zn+].Cl[C:34]1[N:42]=[C:41]2[C:37]([NH:38]C=[N:40]2)=[CH:36][N:35]=1.Cl>C(OCC)C.O1CCCC1.CCCCCC.[Cl-].[Zn+2].[Cl-].Cl[Pd](Cl)([P](C1C=CC=CC=1)(C1C=CC=CC=1)C1C=CC=CC=1)[P](C1C=CC=CC=1)(C1C=CC=CC=1)C1C=CC=CC=1.O>[CH2:32]([N:40]1[C:21]([CH2:19][CH3:20])=[N:38][C:37]2[C:41]1=[N:42][CH:34]=[N:35][C:36]=2[C:2]1[C:3]([CH3:8])=[CH:4][C:5]([CH3:7])=[CH:6][C:1]=1[CH3:11])[C:23]1[CH:24]=[CH:25][CH:26]=[CH:27][CH:28]=1 |f:1.2,3.4,10.11.12,^1:65,84|. Reported procedure: Part D. A solution of zinc chloride (5.32 g, 39.1 mmol) in anhydrous, freshly-distilled tetrahydrofuran (50 mL) was treated at ambient temperature with a solution of mesitylmagnesium bromide (39.1 mL, 1.0 M, 39.1 mmol) in diethyl ether. After 45 minutes, a separate flask containing a solution of bis(triphenylphosphine)-palladium dichloride (0.92 g, 1.3 mmol) in tetrahydrofuran (30 mL) was treated with a solution of diisobutylaluminum hydride (2.6 mL, 1.0 M, 2.6 mmol) in hexane. This mixture was ... The reactants are Cc1c2c(c3cc(C(=O)O)oc3c1C)CC(Br)(C(C)C)C2=O, CS(C)=O, Cl. The product is Cc1c2c(c3cc(C(=O)O)oc3c1C)C=C(C(C)C)C2=O. Reaction SMILES: [CH3:1][c:2]1[c:3]([CH3:22])[c:4]2[c:8]([c:9]3[c:10]1[o:11][c:12]([C:14](=[O:15])[OH:16])[cH:13]3)[CH2:7][C:6]([CH:17]([CH3:18])[CH3:19])([Br:20])[C:5]2=[O:21].[CH3:24][S:25]([CH3:26])=[O:27].[ClH:23]>>[CH3:1][c:2]1[c:3]([CH3:22])[c:4]2[c:8]([c:9]3[c:10]1[o:11][c:12]([C:14](=[O:15])[OH:16])[cH:13]3)[CH:7]=[C:6]([CH:17]([CH3:18])[CH3:19])[C:5]2=[O:21].